This data is from the Open Reaction Database (ORD), a public repository of structured organic reaction records. The task is: describe an organic reaction: reactants, conditions, products, and yield The reactants are CC(=O)O[BH-](OC(C)=O)OC(C)=O, COc1c(C)cnc(CN2N=C3CC(=O)C4=C3C(=N2)C(N(C(=O)OC(C)(C)C)C(=O)OC(C)(C)C)=NSC4)c1C, COc1ccc(CN)c(OC)c1, CO, CC(=O)O, CC(Cl)Cl, [Na+]. Product: COc1ccc(CNC2CC3=NN(Cc4ncc(C)c(OC)c4C)N=C4C(N(C(=O)OC(C)(C)C)C(=O)OC(C)(C)C)=NSCC2=C34)c(OC)c1. Reaction SMILES: [C:57]([O:58][BH-:59]([O:60][C:61](=[O:62])[CH3:63])[O:64][C:65](=[O:66])[CH3:67])(=[O:68])[CH3:69].[CH3:1][O:2][c:3]1[c:4]([CH3:40])[c:5]([CH2:10][N:11]2[N:12]=[C:13]3[C:14]4=[C:18]([C:17](=[O:38])[CH2:16][C:15]4=[N:39]2)[CH2:19][S:20][N:21]=[C:22]3[N:23]([C:24](=[O:25])[O:26][C:27]([CH3:28])([CH3:29])[CH3:30])[C:31](=[O:32])[O:33][C:34]([CH3:35])([CH3:36])[CH3:37])[n:6][cH:7][c:8]1[CH3:9].[CH3:45][O:46][c:47]1[c:48]([CH2:49][NH2:50])[cH:51][cH:52][c:53]([O:55][CH3:56])[cH:54]1.[CH3:71][OH:72].[CH3:73][C:74](=[O:75])[OH:76].[Cl:41][CH:42]([Cl:43])[CH3:44].[Na+:70]>>[CH3:1][O:2][c:3]1[c:4]([CH3:40])[c:5]([CH2:10][N:11]2[N:12]=[C:13]3[C:14]4=[C:18]([CH:17]([NH:50][CH2:49][c:48]5[c:47]([O:46][CH3:45])[cH:54][c:53]([O:55][CH3:56])[cH:52][cH:51]5)[CH2:16][C:15]4=[N:39]2)[CH2:19][S:20][N:21]=[C:22]3[N:23]([C:24](=[O:25])[O:26][C:27]([CH3:28])([CH3:29])[CH3:30])[C:31](=[O:32])[O:33][C:34]([CH3:35])([CH3:36])[CH3:37])[n:6][cH:7][c:8]1[CH3:9]. Starting materials: BrC=1C=C(C=CC1)N1C2=C(C=3C=C(C=CC13)C)CN(CC2)C (5-(3-bromophenyl)-2,8-dimethyl-2,3,4,5-tetrahydro-1H-pyrido[4,3-b]indole), C1=NC=C(C2=CC=CC=C12)B(O)O (4-isoquinolineboronic acid), C(=O)([O-])[O-].[K+].[K+] (K2CO3). The reagents and catalysts are C=1C=CC(=CC1)[P](C=2C=CC=CC2)(C=3C=CC=CC3)[Pd]([P](C=4C=CC=CC4)(C=5C=CC=CC5)C=6C=CC=CC6)([P](C=7C=CC=CC7)(C=8C=CC=CC8)C=9C=CC=CC9)[P](C=1C=CC=CC1)(C=1C=CC=CC1)C=1C=CC=CC1 (Pd(PPh3)4). The solvent is COCCOC.O (DME water), CCOC(=O)C (EtOAc). Reaction conditions: temperature 90 celsius. Yields the product C1=NC=C(C2=CC=CC=C12)C=1C=C(C=CC1)N1C2=C(C=3C=C(C=CC13)C)CN(CC2)C (5-(3-(isoquinolin-4-yl)phenyl)-2,8-dimethyl-2,3,4,5-tetrahydro-1H-pyrido[4,3-b]indole). As a reaction SMILES: Br[C:2]1[CH:3]=[C:4]([N:8]2[C:16]3[CH:15]=[CH:14][C:13]([CH3:17])=[CH:12][C:11]=3[C:10]3[CH2:18][N:19]([CH3:22])[CH2:20][CH2:21][C:9]2=3)[CH:5]=[CH:6][CH:7]=1.[CH:23]1[C:32]2[C:27](=[CH:28][CH:29]=[CH:30][CH:31]=2)[C:26](B(O)O)=[CH:25][N:24]=1.C([O-])([O-])=O.[K+].[K+]>COCCOC.O.CCOC(C)=O.C1C=CC([P]([Pd]([P](C2C=CC=CC=2)(C2C=CC=CC=2)C2C=CC=CC=2)([P](C2C=CC=CC=2)(C2C=CC=CC=2)C2C=CC=CC=2)[P](C2C=CC=CC=2)(C2C=CC=CC=2)C2C=CC=CC=2)(C2C=CC=CC=2)C2C=CC=CC=2)=CC=1>[CH:23]1[C:32]2[C:27](=[CH:28][CH:29]=[CH:30][CH:31]=2)[C:26]([C:2]2[CH:3]=[C:4]([N:8]3[C:16]4[CH:11]=[CH:12][C:13]([CH3:17])=[CH:14][C:15]=4[C:21]4[CH2:20][N:19]([CH3:22])[CH2:18][CH2:10][C:9]3=4)[CH:5]=[CH:6][CH:7]=2)=[CH:25][N:24]=1 |f:2.3.4,5.6,^1:58,60,79,98|. Reported procedure: To a de-aerated solution of 5-(3-bromophenyl)-2,8-dimethyl-2,3,4,5-tetrahydro-1H-pyrido[4,3-b]indole (100 mg, 0.281 mmol), 4-isoquinolineboronic acid (96.8 mg, 0.56 mmol) and K2CO3 (116 mg, 0.84 mmol) in DME-water (2:1) was added Pd(PPh3)4 (16 mg, 0.014 mmol). The reaction mixture was heated at 90° C. for 45 min. The reaction mixture was concentrated under reduced pressure. The residue obtained was dissolved in EtOAc (50 mL) and washed with water (20 mL). The organic layer was dried over anhydro... The reactants are ClCCl, Cc1cc(C(N)=O)ncc1C(Sc1ccc(Cl)cc1)c1cc(F)ccc1F, O=C(OO)c1cccc(Cl)c1. Product: Cc1cc(C(N)=O)ncc1C(c1cc(F)ccc1F)S(=O)c1ccc(Cl)cc1. As a reaction SMILES: [CH2:39]([Cl:40])[Cl:41].[Cl:12][c:13]1[cH:14][cH:15][c:16]([S:19][CH:20]([c:21]2[c:22]([CH3:30])[cH:23][c:24]([C:27](=[O:28])[NH2:29])[n:25][cH:26]2)[c:31]2[c:32]([F:38])[cH:33][cH:34][c:35]([F:37])[cH:36]2)[cH:17][cH:18]1.[OH:1][O:2][C:3]([c:4]1[cH:5][c:6]([Cl:7])[cH:8][cH:9][cH:10]1)=[O:11]>>[O:1]=[S:19]([c:16]1[cH:15][cH:14][c:13]([Cl:12])[cH:18][cH:17]1)[CH:20]([c:21]1[c:22]([CH3:30])[cH:23][c:24]([C:27](=[O:28])[NH2:29])[n:25][cH:26]1)[c:31]1[c:32]([F:38])[cH:33][cH:34][c:35]([F:37])[cH:36]1. The reactants are C(=O)C1=CC(=CS1)N(NC(=O)OC(C)(C)C)C(=O)OC(C)(C)C (Di-tert-butyl 1-(5-formylthiophen-3-yl)hydrazine-1,2-dicarboxylate), C(=O)C1=CC=C(S1)B(O)O (5-formyl-2-thiopheneboronic acid). Yields the product C(=O)C1=CC=C(S1)N(NC(=O)OC(C)(C)C)C(=O)OC(C)(C)C (Di-tert-butyl 1-(5-formylthiophen-2-yl)hydrazine-1,2-dicarboxylate). Yield: 47.0%. Reaction SMILES: C(C1SC=C([N:8]([C:17]([O:19][C:20]([CH3:23])([CH3:22])[CH3:21])=[O:18])[NH:9][C:10]([O:12][C:13]([CH3:16])([CH3:15])[CH3:14])=[O:11])C=1)=O.[CH:24]([C:26]1[S:30][C:29](B(O)O)=[CH:28][CH:27]=1)=[O:25]>>[CH:24]([C:26]1[S:30][C:29]([N:8]([C:17]([O:19][C:20]([CH3:23])([CH3:22])[CH3:21])=[O:18])[NH:9][C:10]([O:12][C:13]([CH3:14])([CH3:15])[CH3:16])=[O:11])=[CH:28][CH:27]=1)=[O:25]. Procedure details: Following the same procedure as described for compound 11 (step 1, scheme 2, example 1c) except using 5-formyl-2-thiopheneboronic acid (1.80 g, 11.5 mmol) instead of 5-formylthiophen-3-ylboronic acid to afford 19 (935 mg, 47%) as an orange solid. LRMS (ESI): calc. 342.1; found 343.2 (MH)+. The reactants are C(C)(C)(C)OC(=O)NCC=1C=CC(=C(C1)C=CCCC(=O)OCC)[N+](=O)[O-] (ethyl 5-(5-tert-butoxycarbonylaminomethyl-2-nitrophenyl)pent-4-enoate), [H][H] (hydrogen). Reagents/catalysts: [Pt]=O (platinum oxide). Solvent: C(C)(=O)OCC (ethyl acetate). Yields the product C(C)OC(=O)CCCCC1=C(N)C=CC(=C1)CNC(=O)OC(C)(C)C (2-(4-Ethoxycarbonylbutyl)-4-tert-butoxycarbonylaminomethylaniline). Yield: 108.0%. RXN SMILES: [C:1]([O:5][C:6]([NH:8][CH2:9][C:10]1[CH:11]=[CH:12][C:13]([N+:25]([O-])=O)=[C:14]([CH:16]=[CH:17][CH2:18][CH2:19][C:20]([O:22][CH2:23][CH3:24])=[O:21])[CH:15]=1)=[O:7])([CH3:4])([CH3:3])[CH3:2].[H][H]>C(OCC)(=O)C.[Pt]=O>[CH2:23]([O:22][C:20]([CH2:19][CH2:18][CH2:17][CH2:16][C:14]1[CH:15]=[C:10]([CH2:9][NH:8][C:6]([O:5][C:1]([CH3:2])([CH3:4])[CH3:3])=[O:7])[CH:11]=[CH:12][C:13]=1[NH2:25])=[O:21])[CH3:24]. Reported procedure: A solution of ethyl 5-(5-tert-butoxycarbonylaminomethyl-2-nitrophenyl)pent-4-enoate (560 mg, 1.48 mmol) in ethyl acetate (20 mL) was hydrogenated over platinum oxide (100 mg) under atmospheric pressure of hydrogen at room temperature for 2.5 h. The mixture was passed through celite and the filtrate was concentrated to give 560 mg of the title compound (100%). Starting materials: COC(=O)c1ccccc1SCCNC1CCN(CCn2c(=O)cc(C)c3ccc(OC)cc32)CC1, CCO, [Na+], [OH-]. Yields the product COc1ccc2c(C)cc(=O)n(CCN3CCC(NCCSc4ccccc4C(=O)O)CC3)c2c1. RXN SMILES: [CH3:1][O:2][c:3]1[cH:4][cH:5][c:6]2[c:7]([CH3:36])[cH:8][c:9](=[O:35])[n:10]([CH2:13][CH2:14][N:15]3[CH2:16][CH2:17][CH:18]([NH:21][CH2:22][CH2:23][S:24][c:25]4[c:26]([C:27](=[O:28])[O:29][CH3:30])[cH:31][cH:32][cH:33][cH:34]4)[CH2:19][CH2:20]3)[c:11]2[cH:12]1.[CH3:39][CH2:40][OH:41].[Na+:38].[OH-:37]>>[CH3:1][O:2][c:3]1[cH:4][cH:5][c:6]2[c:7]([CH3:36])[cH:8][c:9](=[O:35])[n:10]([CH2:13][CH2:14][N:15]3[CH2:16][CH2:17][CH:18]([NH:21][CH2:22][CH2:23][S:24][c:25]4[c:26]([C:27](=[O:28])[OH:29])[cH:31][cH:32][cH:33][cH:34]4)[CH2:19][CH2:20]3)[c:11]2[cH:12]1. Starting materials: CC(C)c1ccccc1, CC(C)=O, [O-]O, CC(C)c1ccccc1. Product: CC(C)c1ccccc1, Oc1ccccc1. As a reaction SMILES: [CH3:1][CH:2]([CH3:3])[c:4]1[cH:5][cH:6][cH:7][cH:8][cH:9]1.[CH3:21][C:22](=[O:23])[CH3:24].[O-:10][OH:11].[c:12]1([CH:18]([CH3:19])[CH3:20])[cH:13][cH:14][cH:15][cH:16][cH:17]1>>[c:12]1([CH:18]([CH3:19])[CH3:20])[cH:13][cH:14][cH:15][cH:16][cH:17]1.[c:4]1([OH:10])[cH:5][cH:6][cH:7][cH:8][cH:9]1. The reactants are solution, CC(C)CC1CN2CCC3=CC(=C(C=C3C2CC1=O)OC)OC (tetrabenazine), [BH4-].[Na+] (NaBH4). Run in C(C)O (ethanol). Reaction conditions: time 60 minute. The product is CC(C)C[C@@H]1CN2CCC3=CC(=C(C=C3[C@H]2C[C@H]1O)OC)OC (dihydrotetrabenazine). Yield: 12.0%. Reaction SMILES: [CH3:1][CH:2]([CH2:4][CH:5]1[C:18](=[O:19])[CH2:17][CH:16]2[N:7]([CH2:8][CH2:9][C:10]3[C:15]2=[CH:14][C:13]([O:20][CH3:21])=[C:12]([O:22][CH3:23])[CH:11]=3)[CH2:6]1)[CH3:3].[BH4-].[Na+]>C(O)C>[CH3:3][CH:2]([CH2:4][C@H:5]1[C@H:18]([OH:19])[CH2:17][C@H:16]2[N:7]([CH2:8][CH2:9][C:10]3[C:15]2=[CH:14][C:13]([O:20][CH3:21])=[C:12]([O:22][CH3:23])[CH:11]=3)[CH2:6]1)[CH3:1] |f:1.2|. Procedure: To a 0.1 M solution of tetrabenazine compound 17 in ethanol at 0° C. was added NaBH4 (2.85 eq). The reaction mixture was allowed to stir for 60 min. at room temperature. The excess solvent was carefully removed under reduced pressure, and the residue was taken up in dichloromethane and washed with three portions of saturated aqueous K2CO3. The aqueous washings were back extracted with two portions of dichloromethane. The combined organic extracts were dried (MgSO4), filtered, and concentrated un... The reactants are BrC1=CC2=C(N1C(C)C)C(N(C2=O)C2CN(C(N(C2)C)=O)C)C2=CC=C(C=C2)Cl (2-bromo-6-(4-chloro-phenyl)-5-(1,3-dimethyl-2-oxo-hexahydro-pyrimidin-5-yl)-1-isopropyl-5,6-dihydro-1H-pyrrolo[3,4-b]pyrrol-4-one), BrC1=CC2=C(N1C(C)C)C(N(C2=O)C2=C(C=CC(=C2)Cl)C)C2=CC=C(C=C2)Cl (2-bromo-5-(5-chloro-2-methyl-phenyl)-6-(4-chloro-phenyl)-1-isopropyl-5,6-dihydro-1H-pyrrolo[3,4-b]pyrrol-4-one), C(#N)C=1C=CC(=C(C1)B(O)O)OC (5-cyano-2-methoxyphenylboronic acid), BrC1=CC2=C(N1C(C)C)C(N(C2=O)C2CN(C(N(C2)C)=O)C)C2=CC=C(C=C2)Cl (2-bromo-6-(4-chloro-phenyl)-5-(1,3-dimethyl-2-oxo-hexahydro-pyrimidin-5-yl)-1-isopropyl-5,6-dihydro-1H-pyrrolo[3,4-b]pyrrol-4-one), COC1=NC=C(C(=C1)OC)B(O)O (2,4-dimethoxypyridine-5-boronic acid). Product: ClC1=CC=C(C=C1)C1N(C(C2=C1N(C(=C2)C=2C(=NC(=NC2)OC)OC)C(C)C)=O)C2CN(C(N(C2)C)=O)C (6-(4-Chloro-phenyl)-2-(2,4-dimethoxy-pyrimidin-5-yl)-5-(1,3-dimethyl-2-oxo-hexahydro-pyrimidin-5-yl)-1-isopropyl-5,6-dihydro-1H-pyrrolo[3,4-b]pyrrol-4-one). As a reaction SMILES: Br[C:2]1[N:6]([CH:7]([CH3:9])[CH3:8])[C:5]2[CH:10]([C:23]3[CH:28]=[CH:27][C:26]([Cl:29])=[CH:25][CH:24]=3)[N:11]([CH:14]3[CH2:19][N:18]([CH3:20])[C:17](=[O:21])[N:16]([CH3:22])[CH2:15]3)[C:12](=[O:13])[C:4]=2[CH:3]=1.[CH3:30][O:31][C:32]1C=[C:36]([O:38][CH3:39])[C:35](B(O)O)=[CH:34][N:33]=1.BrC1[N:48](C(C)C)C2C(C3C=CC(Cl)=CC=3)N(C3C=C(Cl)C=CC=3C)C(=O)C=2C=1.C(C1C=CC(OC)=C(B(O)O)C=1)#N>>[Cl:29][C:26]1[CH:27]=[CH:28][C:23]([CH:10]2[C:5]3[N:6]([CH:7]([CH3:9])[CH3:8])[C:2]([C:35]4[C:36]([O:38][CH3:39])=[N:48][C:32]([O:31][CH3:30])=[N:33][CH:34]=4)=[CH:3][C:4]=3[C:12](=[O:13])[N:11]2[CH:14]2[CH2:15][N:16]([CH3:22])[C:17](=[O:21])[N:18]([CH3:20])[CH2:19]2)=[CH:24][CH:25]=1. Procedure details: The title compound was prepared in analogy to the procedure described for Example 17 but 2-bromo-6-(4-chloro-phenyl)-5-(1,3-dimethyl-2-oxo-hexahydro-pyrimidin-5-yl)-1-isopropyl-5,6-dihydro-1H-pyrrolo[3,4-b]pyrrol-4-one (Intermediate P) and 2,4-dimethoxypyridine-5-boronic acid were used instead of 2-bromo-5-(5-chloro-2-methyl-phenyl)-6-(4-chloro-phenyl)-1-isopropyl-5,6-dihydro-1H-pyrrolo[3,4-b]pyrrol-4-one and 5-cyano-2-methoxyphenylboronic acid respectively. The title compound was obtained as a ... Starting materials: CC(C)(C)[O-].[K+] (KOtBu), C(C)OC(CC1N(C(C2=CC=C(C=C12)S(=O)(=O)C)=O)CC(F)(F)F)=O ([6-methanesulfonyl-3-oxo-2-(2,2,2-trifluoro-ethyl)-2,3-dihydro-1H-isoindol-1-yl]-acetic acid ethyl ester), DMF(anhydrous), Cl.NC(=N)N (guanidine-hydrochloride), DMF(anhydrous). Run in C(=O)(O)[O-].[Na+] (NaHCO3). Conditions: time 30 minute. Yields the product CS(=O)(=O)C1=CC=C2C(N([C@H](C2=C1)CC(=O)NC(=N)N)CC(F)(F)F)=O ((S)-N-{2-[6-Methanesulfonyl-3-oxo-2-(2,2,2-trifluoro-ethyl)-2,3-dihydro-1H-isoindol-1-yl]-acetyl}-guanidine). Yield: 24.6%. As a reaction SMILES: CC([O-])(C)C.[K+].Cl.[NH2:8][C:9]([NH2:11])=[NH:10].C([O:14][C:15](=O)[CH2:16][CH:17]1[C:25]2[C:20](=[CH:21][CH:22]=[C:23]([S:26]([CH3:29])(=[O:28])=[O:27])[CH:24]=2)[C:19](=[O:30])[N:18]1[CH2:31][C:32]([F:35])([F:34])[F:33])C>C([O-])(O)=O.[Na+]>[CH3:29][S:26]([C:23]1[CH:24]=[C:25]2[C:20]([C:19](=[O:30])[N:18]([CH2:31][C:32]([F:34])([F:35])[F:33])[C@H:17]2[CH2:16][C:15]([NH:10][C:9]([NH2:11])=[NH:8])=[O:14])=[CH:21][CH:22]=1)(=[O:27])=[O:28] |f:0.1,2.3,5.6|. Reported procedure: 1.6 g of KOtBu were dissolved using 22 ml of DMF(anhydrous). This solution was added to a solution prepared of 1.5 g guanidine-hydrochloride using 15 ml of DMF(anhydrous). The mixture was stirred for 30 minutes at ambient temperature. Then, a solution prepared of 1.1 g [6-methanesulfonyl-3-oxo-2-(2,2,2-trifluoro-ethyl)-2,3-dihydro-1H-isoindol-1-yl]-acetic acid ethyl ester using 15 ml DMF(anhydrous) was added. The reaction mixture was stirred at ambient temperature for 22 h. Afterwards, the mixtu...